describe an organic reaction: reactants, conditions, products, and yield From a dataset of the Open Reaction Database (ORD), a public repository of structured organic reaction records. The reactants are Cc1ccccc1, [Cl-], NC(=O)C(Nc1ccc(Cl)cc1)c1c(Cl)ccc([N+](=O)[O-])c1Cl, [Fe], [NH4+]. Reaction SMILES: [CH3:27][c:28]1[cH:29][cH:30][cH:31][cH:32][cH:33]1.[Cl-:24].[Cl:1][c:2]1[c:3]([CH:12]([C:13](=[O:14])[NH2:15])[NH:16][c:17]2[cH:18][cH:19][c:20]([Cl:23])[cH:21][cH:22]2)[c:4]([Cl:11])[cH:5][cH:6][c:7]1[N+:8]([O-:9])=[O:10].[Fe:26].[NH4+:25]>>[Cl:1][c:2]1[c:3]([CH:12]([C:13](=[O:14])[NH2:15])[NH:16][c:17]2[cH:18][cH:19][c:20]([Cl:23])[cH:21][cH:22]2)[c:4]([Cl:11])[cH:5][cH:6][c:7]1[NH2:8]. The product is NC(=O)C(Nc1ccc(Cl)cc1)c1c(Cl)ccc(N)c1Cl. Reactants: CNC(=O)CNC(=O)c1ccc(C)c(-n2cnc(OCc3ccc(F)cc3F)c(Br)c2=O)c1, CN1CCOCC1, CC(O)CN. Yields the product Cc1ccc(C(=O)NCC(C)O)cc1-n1cnc(OCc2ccc(F)cc2F)c(Br)c1=O. Reaction SMILES: [Br:1][c:2]1[c:3]([O:24][CH2:25][c:26]2[c:27]([F:33])[cH:28][c:29]([F:32])[cH:30][cH:31]2)[n:4][cH:5][n:6](-[c:9]2[cH:10][c:11]([C:12](=[O:13])[NH:14][CH2:15][C:16](=[O:17])[NH:18][CH3:19])[cH:20][cH:21][c:22]2[CH3:23])[c:7]1=[O:8].[CH3:39][N:40]1[CH2:41][CH2:42][O:43][CH2:44][CH2:45]1.[NH2:34][CH2:35][CH:36]([OH:37])[CH3:38]>>[Br:1][c:2]1[c:3]([O:24][CH2:25][c:26]2[c:27]([F:33])[cH:28][c:29]([F:32])[cH:30][cH:31]2)[n:4][cH:5][n:6](-[c:9]2[cH:10][c:11]([C:12](=[O:13])[NH:14][CH2:15][CH:16]([OH:17])[CH3:35])[cH:20][cH:21][c:22]2[CH3:23])[c:7]1=[O:8]. Reactants: C(C)OC(C(C(=O)O)(C)C)=O (3-ethoxy-2,2-dimethyl-3-oxopropionic acid), C1=CN(C=N1)C(=O)N2C=CN=C2 (CDI), SCCO (2-mercaptoethanol). The solvent is C(Cl)Cl (CH2Cl2), C(Cl)Cl (CH2Cl2). Conditions: time 30 minute. The product is OCCSC(C(C(=O)OCC)(C)C)=O (Ethyl 3-(2-hydroxyethylsulfanyl)-2,2-dimethyl-3-oxo-propanoate). Isolated yield 30.0%. Reaction SMILES: [CH2:1]([O:3][C:4](=[O:11])[C:5]([CH3:10])([CH3:9])[C:6]([OH:8])=O)[CH3:2].C1N=CN(C(N2C=NC=C2)=O)C=1.[SH:24][CH2:25][CH2:26][OH:27]>C(Cl)Cl>[OH:27][CH2:26][CH2:25][S:24][C:6](=[O:8])[C:5]([CH3:10])([CH3:9])[C:4]([O:3][CH2:1][CH3:2])=[O:11]. Procedure details: To a solution of 3-ethoxy-2,2-dimethyl-3-oxopropionic acid (30.78 mmol) in anhydrous CH2Cl2 (20 mL) was added portionwise CDI (40.02 mmol). The reaction mixture was stirred at room temperature during 30 minutes. This solution was added dropwise at −40° C.<T<−30° C. to a solution of 2-mercaptoethanol (41.21 mmol) in anhydrous CH2Cl2 (60 mL). The mixture was stirred at −40° C.<T<−30° C. during 2 hours. The reaction mixture was washed with ice-cold water (×3), dried through a phase separator and ev...